This data is from the Open Reaction Database (ORD), a public repository of structured organic reaction records. The task is: describe an organic reaction: reactants, conditions, products, and yield Reaction SMILES: [C:1]1([C:24]2[CH:29]=[CH:28][CH:27]=[CH:26][CH:25]=2)[CH:6]=[CH:5][C:4]([CH2:7][CH:8]2[N:12]([C:13](=[O:18])[C:14]([CH3:17])([CH3:16])[CH3:15])[C:11](=[O:19])[C:10](C)([C:20](O)=O)[CH2:9]2)=[CH:3][CH:2]=1>C1(C)C=CC=CC=1>[C:1]1([C:24]2[CH:29]=[CH:28][CH:27]=[CH:26][CH:25]=2)[CH:2]=[CH:3][C:4]([CH2:7][C@H:8]2[N:12]([CH2:13][N:12]3[CH2:8][CH2:9][CH2:10][CH2:11]3)[C:11](=[O:19])[C@H:10]([CH3:20])[CH2:9]2)=[CH:5][CH:6]=1.[C:1]1([C:24]2[CH:25]=[CH:26][CH:27]=[CH:28][CH:29]=2)[CH:2]=[CH:3][C:4]([CH2:7][C@H:8]2[N:12]([C:13](=[O:18])[C:14]([CH3:17])([CH3:16])[CH3:15])[C:11](=[O:19])[C@@H:10]([CH3:20])[CH2:9]2)=[CH:5][CH:6]=1. Run at time 16 hour. Starting materials: 3R/S, 5R, C1(=CC=C(C=C1)CC1CC(C(N1C(C(C)(C)C)=O)=O)(C(=O)O)C)C1=CC=CC=C1 (5-Biphenyl-4-ylmethyl-1-(2,2-dimethylpropionyl)-3-methyl-2-oxo-pyrrolidine-3-carboxylic acid). Reported procedure: 63 mg (3R/S, 5R)-5-Biphenyl-4-ylmethyl-1-(2,2-dimethylpropionyl)-3-methyl-2-oxo-pyrrolidine-3-carboxylic acid (R1=Piv; R10=OH; R11=Me) [65:35. ratio of C3 isomers] is added to 25 ml toluene. The resulting mixture is heated to reflux and stirred for 16 h. The mixture is then cooled to room temperature and washed successively with 10 ml aqueous sodium hydrogen carbonate, brine and water. The organic phase is dried (MgSO4) and concentrated in vacuo to afford (3R,5S)-5-biphenyl-4-ylmethyl-1-(2,2-dim... Product: C1(=CC=C(C=C1)C[C@@H]1C[C@H](C(N1CN1CCCC1)=O)C)C1=CC=CC=C1 ((3R,5S)-5-biphenyl-4-ylmethyl-3-methyl-1-pyrrolidin-1-ylmethylpyrrolidin-2-one), C1(=CC=C(C=C1)C[C@@H]1C[C@@H](C(N1C(C(C)(C)C)=O)=O)C)C1=CC=CC=C1 ((3S,5S)-5-biphenyl-4-ylmethyl-1-(2,2-dimethylpropionyl)-3-methylpyrrolidin-2-one). The solvent is C1(=CC=CC=C1)C (toluene). The reactants are N([C@@H](CC1=CC=C(C=C1)OCC1=CC=CC=C1)C(=O)N[C@@H](CC(N)=O)C(=O)OC)C(=O)OC(C)(C)C (N-Boc-Tyr(Bn)-Asn-OMe), [Li+].[OH-] (LiOH). Run in C1CCOC1 (THF). The product is N([C@@H](CC1=CC=C(C=C1)OCC1=CC=CC=C1)C(=O)N[C@@H](CC(N)=O)C(=O)O)C(=O)OC(C)(C)C (N-Boc-Tyr(Bn)-Asn-OH). Reaction SMILES: [NH:1]([C:30]([O:32][C:33]([CH3:36])([CH3:35])[CH3:34])=[O:31])[C@H:2]([C:18]([NH:20][C@H:21]([C:26]([O:28]C)=[O:27])[CH2:22][C:23](=[O:25])[NH2:24])=[O:19])[CH2:3][C:4]1[CH:9]=[CH:8][C:7]([O:10][CH2:11][C:12]2[CH:17]=[CH:16][CH:15]=[CH:14][CH:13]=2)=[CH:6][CH:5]=1.[Li+].[OH-]>C1COCC1>[NH:1]([C:30]([O:32][C:33]([CH3:36])([CH3:35])[CH3:34])=[O:31])[C@H:2]([C:18]([NH:20][C@H:21]([C:26]([OH:28])=[O:27])[CH2:22][C:23](=[O:25])[NH2:24])=[O:19])[CH2:3][C:4]1[CH:9]=[CH:8][C:7]([O:10][CH2:11][C:12]2[CH:13]=[CH:14][CH:15]=[CH:16][CH:17]=2)=[CH:6][CH:5]=1 |f:1.2|. Procedure: Same procedure as above with N-Boc-Tyr(Bn)-Asn-OMe (1.035 g, 2.072 mmol), aqueous LiOH (1 M, 2.2 mL, 2.2 mmol) in THF (15 mL). A beige solid was obtained (1.03 g, 100%) which was used in the next step without further purification. 1H NMR (300 MHz, CD3OD) δ 1.35 (s, 9H, (CH3)3), 2.73-3.13 (m, 4H, CH2), 4.29 (m, 1H, CHα), 4.72 (m, 1H, CHα), 5.06 (s, 2H, CH2 (Bn)), 6.92 (d, J=5 Hz, 2 aromatic H), 7.17 (d, J=5 Hz, 2 aromatic H), 7.33-7.44 (m, 5 aromatic H). 13C NMR (75 MHz, CD3OD) δ 28.7 ((CH3)3), 3... RXN SMILES: [NH2:1][C:2]1[CH:7]=[CH:6][C:5]([C:8]2([C:14]#[N:15])[CH2:13][CH2:12][CH2:11][CH2:10][CH2:9]2)=[CH:4][CH:3]=1.C1C(=O)N([Br:23])C(=O)C1>C(Cl)Cl>[NH2:1][C:2]1[CH:3]=[CH:4][C:5]([C:8]2([C:14]#[N:15])[CH2:13][CH2:12][CH2:11][CH2:10][CH2:9]2)=[CH:6][C:7]=1[Br:23]. The product is NC1=C(C=C(C=C1)C1(CCCCC1)C#N)Br (1-(4-Amino-3-bromo-phenyl)-cyclohexane carbonitrile). Procedure details: The title compound was prepared from 1-(4-amino-phenyl)-cyclohexane carbonitrile (as prepared in the previous step) by bromination with NBS according to the procedure in Example 4, step (b), replacing CH3CN with CH2Cl2. 1H-NMR (CDCl3; 400 MHz): δ 7.49 (d, 1H, J=2.0 Hz), 7.23 (dd, 1H, J=8.4, 2.0 Hz), 6.76 (d, 1H, J=8.4 Hz), 2.16-2.08 (m, 2H), 1.90-1.73 (m, 8H). Run in C(Cl)Cl (CH2Cl2). The reactants are NC1=CC=C(C=C1)C1(CCCCC1)C#N (1-(4-amino-phenyl)-cyclohexane carbonitrile), C1CC(=O)N(C1=O)Br (NBS). Reactants: C(C1=CC=CC=C1)N(C1CCN(CC1)C(CCNC(C1=C(C=NC=C1Cl)Cl)=O)C)C1=CC=C(C=C1)S(NC(=O)C1=C(C=NC=C1Cl)Cl)(=O)=O (N-{3-[4-(benzyl-{4-[(3,5-dichloro-pyridine-4-carbonyl)-sulfamoyl]-phenyl}-amino)-piperidin-1-yl]-butyl}-3,5-dichloro-isonicotinamide), ClC1=C(C(=O)O)C(=CN=C1)Cl (3,5-dichloroisonicotinic acid). Product: C(C1=CC=CC=C1)N(C1CCN(CC1)C(CCNC(C1=C(C=NC=C1Cl)Cl)=O)C)C1=CC=C(C=C1)S(N)(=O)=O (N-(3-{4-[Benzyl-(4-sulfamoyl-phenyl)-amino]-piperidin-1-yl}-butyl)-3,5-dichloro-isonicotinamide). Reaction SMILES: ClC1C=NC=C(Cl)C=1C(O)=O.[CH2:12]([N:19]([C:41]1[CH:46]=[CH:45][C:44]([S:47](=[O:60])(=[O:59])[NH:48]C(C2C(Cl)=CN=CC=2Cl)=O)=[CH:43][CH:42]=1)[CH:20]1[CH2:25][CH2:24][N:23]([CH:26]([CH3:40])[CH2:27][CH2:28][NH:29][C:30](=[O:39])[C:31]2[C:36]([Cl:37])=[CH:35][N:34]=[CH:33][C:32]=2[Cl:38])[CH2:22][CH2:21]1)[C:13]1[CH:18]=[CH:17][CH:16]=[CH:15][CH:14]=1>>[CH2:12]([N:19]([C:41]1[CH:42]=[CH:43][C:44]([S:47](=[O:60])(=[O:59])[NH2:48])=[CH:45][CH:46]=1)[CH:20]1[CH2:21][CH2:22][N:23]([CH:26]([CH3:40])[CH2:27][CH2:28][NH:29][C:30](=[O:39])[C:31]2[C:36]([Cl:37])=[CH:35][N:34]=[CH:33][C:32]=2[Cl:38])[CH2:24][CH2:25]1)[C:13]1[CH:18]=[CH:17][CH:16]=[CH:15][CH:14]=1. Procedure details: Using general procedure F, 3,5-dichloroisonicotinic acid (87 mg, 0.45 mmol) and the above amine (58 mg, 0.14 mmol) afforded the desired product and N-{3-[4-(benzyl-{4-[(3,5-dichloro-pyridine-4-carbonyl)-sulfamoyl]-phenyl}-amino)-piperidin-1-yl]-butyl}-3,5-dichloro-isonicotinamide. Reactants: FC=1C=C2CCC(C2=CC1)NC1=NC2=CC=C(C=C2C=C1)N (rac-N2-(5-fluoro-indan-1-yl)-quinoline-2,6-diamine), C(C)(=O)O (acetic acid). Yields the product FC=1C=C2CCC(C2=CC1)NC1=NC2=CC=C(C=C2C=C1)NC(C)=O (rac-N-[2-(5-Fluoro-indan-1-ylamino)-quinolin-6-yl]-acetamide). Reaction SMILES: [F:1][C:2]1[CH:3]=[C:4]2[C:8](=[CH:9][CH:10]=1)[CH:7]([NH:11][C:12]1[CH:21]=[CH:20][C:19]3[C:14](=[CH:15][CH:16]=[C:17]([NH2:22])[CH:18]=3)[N:13]=1)[CH2:6][CH2:5]2.[C:23](O)(=[O:25])[CH3:24]>>[F:1][C:2]1[CH:3]=[C:4]2[C:8](=[CH:9][CH:10]=1)[CH:7]([NH:11][C:12]1[CH:21]=[CH:20][C:19]3[C:14](=[CH:15][CH:16]=[C:17]([NH:22][C:23](=[O:25])[CH3:24])[CH:18]=3)[N:13]=1)[CH2:6][CH2:5]2. Procedure details: The title compound was prepared in accordance with the general method 14 described in example 119 from rac-N2-(5-fluoro-indan-1-yl)-quinoline-2,6-diamine and acetic acid; MS: m/e=334.4 (M−H+). The reactants are CN(C(=O)OC(C)(C)C)C1CCOc2cc(C#N)ccc21, CC(=O)O, O=C([O-])C(O)C(O)C(=O)[O-], CC(C)C[Al+]CC(C)C, Cc1ccccc1, [H-], [K+], [Na+], O. The product is CN(C(=O)OC(C)(C)C)C1CCOc2cc(C=O)ccc21. Reaction SMILES: [C:1]([CH3:2])([CH3:3])([CH3:4])[O:5][C:6]([N:7]([CH3:8])[CH:9]1[CH2:10][CH2:11][O:12][c:13]2[cH:14][c:15]([C:19]#[N:20])[cH:16][cH:17][c:18]21)=[O:21].[C:32]([OH:33])(=[O:34])[CH3:35].[C:36]([CH:37]([CH:38]([C:39]([O-:40])=[O:41])[OH:42])[OH:43])([O-:44])=[O:45].[CH2:23]([Al+:24][CH2:25][CH:26]([CH3:27])[CH3:28])[CH:29]([CH3:30])[CH3:31].[CH3:48][c:49]1[cH:50][cH:51][cH:52][cH:53][cH:54]1.[H-:22].[K+:46].[Na+:47].[OH2:55]>>[C:1]([CH3:2])([CH3:3])([CH3:4])[O:5][C:6]([N:7]([CH3:8])[CH:9]1[CH2:10][CH2:11][O:12][c:13]2[cH:14][c:15]([CH:19]=[O:34])[cH:16][cH:17][c:18]21)=[O:21]. Starting materials: CC(C)(C)C(=O)Cl, Nc1ccc(Cl)cc1, c1ccncc1. Product: CC(C)(C)C(=O)Nc1ccc(Cl)cc1. As a reaction SMILES: [CH3:1][C:2]([C:3](=[O:4])[Cl:5])([CH3:6])[CH3:7].[NH2:8][c:9]1[cH:10][cH:11][c:12]([Cl:13])[cH:14][cH:15]1.[cH:16]1[cH:17][cH:18][n:19][cH:20][cH:21]1>>[CH3:1][C:2]([C:3](=[O:4])[NH:8][c:9]1[cH:10][cH:11][c:12]([Cl:13])[cH:14][cH:15]1)([CH3:6])[CH3:7]. Starting materials: C[Si](C)(C)[N-][Si](C)(C)C.[Li+] (lithium bis(trimethylsilyl)amide), C(CCCCC(=O)OCC=C)(=O)OCC=C (diallyl adipate), C(C)(=O)O (acetic acid). The solvent is O1CCCC1 (tetrahydrofuran). Run at time 2 hour. Product: O=C1C(CCC1)C(=O)OCC=C (allyl 2-oxocyclopentanecarboxylate). Yield: 77.9%. RXN SMILES: [C:1]([O:13][CH2:14][CH:15]=[CH2:16])(=[O:12])[CH2:2][CH2:3][CH2:4][CH2:5][C:6]([O:8]CC=C)=O.C[Si]([N-][Si](C)(C)C)(C)C.[Li+].C(O)(=O)C>O1CCCC1>[O:8]=[C:6]1[CH2:5][CH2:4][CH2:3][CH:2]1[C:1]([O:13][CH2:14][CH:15]=[CH2:16])=[O:12] |f:1.2|. Procedure: A stirred solution of diallyl adipate (4.53 g, 20 mmol) in anhydrous tetrahydrofuran (100 mL) was cooled to 0° C. and treated with lithium bis(trimethylsilyl)amide (40 mL, 1.0 N in THF, 40 mmol). After the addition was complete, the solution was warmed to room temperature and stirred for 2 h. The solution was then recooled to 0° C. and treated with acetic acid (2.53 mL, 44 mmol) in a dropwise manner. The turbid mixture was warmed to room temperature and filtered. The filtrate was concentrated, d... The reactants are C(=O)(Cl)Cl (phosgene), Cl.FC=1C=C(C=CC1)C(C(OCC)=N)O (ethyl 1-(3-fluorophenyl)-1-hydroxymethanecarboximidate hydrochloride). The solvent is C1(=CC=CC=C1)C (toluene). Reaction SMILES: [C:1](Cl)(Cl)=[O:2].Cl.[F:6][C:7]1[CH:8]=[C:9]([CH:13]([OH:19])[C:14](=[NH:18])[O:15]CC)[CH:10]=[CH:11][CH:12]=1>C1(C)C=CC=CC=1>[F:6][C:7]1[CH:8]=[C:9]([CH:13]2[O:19][C:1](=[O:2])[NH:15][C:14]2=[O:18])[CH:10]=[CH:11][CH:12]=1 |f:1.2|. Procedure details: By the procedure of Example 3, except that a reaction time of 16 hours at room temperature was employed following the cold perfusion with phosgene and the product was extracted into methylene chloride following quench over crushed ice, ethyl 1-(3-fluorophenyl)-1-hydroxymethanecarboximidate hydrochloride (16 g., 0.068 mole) was converted to toluene recrystallized 5-(3-fluorophenyl)oxazolidine-2,4-dione (7.51 g., 56%; m.p. 147°-149° C.). Yields the product FC=1C=C(C=CC1)C1C(NC(O1)=O)=O (5-(3-Fluorophenyl)oxazolidine-2,4-dione).